This data is from the Open Reaction Database (ORD), a public repository of structured organic reaction records. The task is: describe an organic reaction: reactants, conditions, products, and yield Reactants: ClCCl, CC(C)(CC(O)(Cn1ccc(=O)c2ccccc21)C(F)(F)F)c1cccc(C(O)C2CC2)c1, O=[Mn]=O. Product: CC(C)(CC(O)(Cn1ccc(=O)c2ccccc21)C(F)(F)F)c1cccc(C(=O)C2CC2)c1. Reaction SMILES: [CH2:34]([Cl:35])[Cl:36].[CH:1]1([CH:4]([c:5]2[cH:6][c:7]([C:11]([CH2:12][C:13]([CH2:14][n:15]3[cH:16][cH:17][c:18](=[O:25])[c:19]4[cH:20][cH:21][cH:22][cH:23][c:24]34)([C:26]([F:27])([F:28])[F:29])[OH:30])([CH3:31])[CH3:32])[cH:8][cH:9][cH:10]2)[OH:33])[CH2:2][CH2:3]1.[O:37]=[Mn:38]=[O:39]>>[CH:1]1([C:4]([c:5]2[cH:6][c:7]([C:11]([CH2:12][C:13]([CH2:14][n:15]3[cH:16][cH:17][c:18](=[O:25])[c:19]4[cH:20][cH:21][cH:22][cH:23][c:24]34)([C:26]([F:27])([F:28])[F:29])[OH:30])([CH3:31])[CH3:32])[cH:8][cH:9][cH:10]2)=[O:33])[CH2:2][CH2:3]1.